Dataset: the Open Reaction Database (ORD), a public repository of structured organic reaction records. Task: describe an organic reaction: reactants, conditions, products, and yield Reactants: C(C)(=O)C1=C(N)C=CC=C1 (2-Acetylaniline), Cl.NO (hydroxylamine hydrochloride), C([O-])([O-])=O.[Na+].[Na+] (sodium carbonate), C(C)(=O)C1=C(N)C=CC=C1 (2-acetylaniline). Run in C(C)O (ethanol). Product: C(C)(C1=C(N)C=CC=C1)=NO (2-Acetylaniline Oxime). RXN SMILES: [C:1]([C:4]1[CH:10]=[CH:9][CH:8]=[CH:7][C:5]=1[NH2:6])(=O)[CH3:2].Cl.[NH2:12][OH:13].C(=O)([O-])[O-].[Na+].[Na+]>C(O)C>[C:1](=[N:12][OH:13])([C:4]1[CH:10]=[CH:9][CH:8]=[CH:7][C:5]=1[NH2:6])[CH3:2] |f:1.2,3.4.5|. Reported procedure: 2-Acetylaniline, 33.8 gm, was added slowly to 300 ml of ethanol containing 18.3 gm of hydroxylamine hydrochloride and 27.7 gm sodium carbonate. After addition of the entire amount of 2-acetylaniline, the system was refluxed for 16 hours and then cooled to room temperature. After cooling, the ethanol was removed by stripping. Water was then added to the residue to give a precipitate. The precipitate was filtered and dried to give a pale yellow solid, m.p. 55°-60° C. Starting materials: CCCCc1ncc(CC(Cc2ccccc2)C(=O)OC)n1Cc1ccccc1Cl, O=C1CCC(=O)N1Cl, C1CCOC1. Product: CCCCc1nc(Cl)c(CC(Cc2ccccc2)C(=O)OC)n1Cc1ccccc1Cl. RXN SMILES: [CH2:1]([CH2:2][CH2:3][CH3:4])[c:5]1[n:6]([CH2:23][c:24]2[c:25]([Cl:30])[cH:26][cH:27][cH:28][cH:29]2)[c:7]([CH2:10][CH:11]([C:12](=[O:13])[O:14][CH3:15])[CH2:16][c:17]2[cH:18][cH:19][cH:20][cH:21][cH:22]2)[cH:8][n:9]1.[Cl:31][N:32]1[C:33](=[O:34])[CH2:35][CH2:36][C:37]1=[O:38].[O:39]1[CH2:40][CH2:41][CH2:42][CH2:43]1>>[CH2:1]([CH2:2][CH2:3][CH3:4])[c:5]1[n:6]([CH2:23][c:24]2[c:25]([Cl:30])[cH:26][cH:27][cH:28][cH:29]2)[c:7]([CH2:10][CH:11]([C:12](=[O:13])[O:14][CH3:15])[CH2:16][c:17]2[cH:18][cH:19][cH:20][cH:21][cH:22]2)[c:8]([Cl:31])[n:9]1. Starting materials: ice, C(C(C)(C)C)C1=CC=C(C(=O)C2=C(C(=O)O)C=CC=C2)C=C1 (2-(4-neopentylbenzoyl)-benzoic acid), S(O)(O)(=O)=O (sulfuric acid). The solvent is O (water). Conditions: temperature 85 celsius, time 4 hour. The product is C(C(C)(C)C)C1=CC=2C(C3=CC=CC=C3C(C2C=C1)=O)=O (2-neopentylanthraquinone). Yield: 90.2%. As a reaction SMILES: [CH2:1]([C:6]1[CH:22]=[CH:21][C:9]([C:10]([C:12]2[CH:20]=[CH:19][CH:18]=[CH:17][C:13]=2[C:14]([OH:16])=O)=[O:11])=[CH:8][CH:7]=1)[C:2]([CH3:5])([CH3:4])[CH3:3].S(=O)(=O)(O)O>O>[CH2:1]([C:6]1[CH:22]=[CH:21][C:9]2[C:10](=[O:11])[C:12]3[C:13](=[CH:17][CH:18]=[CH:19][CH:20]=3)[C:14](=[O:16])[C:8]=2[CH:7]=1)[C:2]([CH3:3])([CH3:4])[CH3:5]. Procedure: 90 g (0.3 mole) of this 2-(4-neopentylbenzoyl)-benzoic acid were introduced into 900 g of 100 percent strength sulfuric acid at 60° C. and then stirred for 4 hours at 85° C. The reaction mixture was then poured into a mixture of 1,500 g of water and 500 g of ice, and the stirred mixture was cooled. The precipitated crystals of neopentylanthraquinone were filtered off, washed neutral with dilute sodium hydroxide solution and water, dried, and distilled at 240° C./0.5 mbar. 75.3 g (89%) of 2-neope... Reactants: Cl (HCl), ClC1=C(C=C(C=C1)C(C(=O)OC)=C)F (Methyl 2-(4-chloro-3-fluorophenyl)acrylate), [N+](=O)([O-])C(C)C (2-nitropropane), C1CCC2=NCCCN2CC1 (DBU). Run in CC#N (MeCN). Yields the product ClC1=C(C=C(C=C1)C(C(=O)OC)CC(C)([N+](=O)[O-])C)F (methyl 2-(4-chloro-3-fluorophenyl)-4-methyl-4-nitropentanoate). The yield is 106.7%. As a reaction SMILES: [Cl:1][C:2]1[CH:7]=[CH:6][C:5]([C:8](=[CH2:13])[C:9]([O:11][CH3:12])=[O:10])=[CH:4][C:3]=1[F:14].[N+:15]([CH:18]([CH3:20])[CH3:19])([O-:17])=[O:16].C1CCN2C(=NCCC2)CC1.Cl>CC#N>[Cl:1][C:2]1[CH:7]=[CH:6][C:5]([CH:8]([CH2:13][C:18]([CH3:20])([N+:15]([O-:17])=[O:16])[CH3:19])[C:9]([O:11][CH3:12])=[O:10])=[CH:4][C:3]=1[F:14]. Reported procedure: Methyl 2-(4-chloro-3-fluorophenyl)acrylate (1.00 g, 4.66 mmol) and 2-nitropropane (502 uL, 5.59 mmol) were dissolved in MeCN (16 mL) and treated with DBU (835 uL, 5.59 mmol) at room temperature. The mixture was allowed to stir over the weekend to completion. The mixture was poured into 1M HCl solution and extracted with ethyl acetate (2×). The combined organic portions were washed with water (1×), then brine, separated, dried over MgSO4, filtered, and concentrated in vacuo to yield methyl 2-(4-c... The reactants are CC1(C(=O)O)Cc2ccccc2C1, O=S(Cl)Cl. The product is CC1(C(=O)O)Cc2ccccc2C1, [Cl-]. Reaction SMILES: [CH3:1][C:2]1([C:11](=[O:12])[OH:13])[CH2:3][c:4]2[cH:5][cH:6][cH:7][cH:8][c:9]2[CH2:10]1.[S:14]([Cl:15])([Cl:16])=[O:17]>>[CH3:1][C:2]1([C:11](=[O:12])[OH:13])[CH2:3][c:4]2[cH:5][cH:6][cH:7][cH:8][c:9]2[CH2:10]1.[Cl-:16]. Starting materials: O1CCN(CC1)CCNC/C(=C/CCCCC(=O)NOC1OCCCC1)/COC1=CC=CC2=CC=CC=C12 ((Z)-8-(2-morpholinoethylamino)-7-((naphthalen-1-yloxy)methyl)-N-(tetrahydro-2H-pyran-2-yloxy)oct-6-enamide), FC(C(=O)O)(F)F (trifluoroacetic acid). Solvent: CO (methanol). Yields the product ONC(CCCC\C=C(\CNCCN1CCOCC1)/COC1=CC=CC2=CC=CC=C12)=O ((Z)—N-hydroxy-8-(2-morpholinoethylamino)-7-((naphthalen-1-yloxy)methyl)oct-6-enamide). Isolated yield 52.8%. As a reaction SMILES: [O:1]1[CH2:6][CH2:5][N:4]([CH2:7][CH2:8][NH:9][CH2:10]/[C:11](/[CH2:27][O:28][C:29]2[C:38]3[C:33](=[CH:34][CH:35]=[CH:36][CH:37]=3)[CH:32]=[CH:31][CH:30]=2)=[CH:12]/[CH2:13][CH2:14][CH2:15][CH2:16][C:17]([NH:19][O:20]C2CCCCO2)=[O:18])[CH2:3][CH2:2]1.FC(F)(F)C(O)=O>CO>[OH:20][NH:19][C:17](=[O:18])[CH2:16][CH2:15][CH2:14][CH2:13]/[CH:12]=[C:11](\[CH2:27][O:28][C:29]1[C:38]2[C:33](=[CH:34][CH:35]=[CH:36][CH:37]=2)[CH:32]=[CH:31][CH:30]=1)/[CH2:10][NH:9][CH2:8][CH2:7][N:4]1[CH2:5][CH2:6][O:1][CH2:2][CH2:3]1. Reported procedure: (Z)-8-(2-morpholinoethylamino)-7-((naphthalen-1-yloxy)methyl)-N-(tetrahydro-2H-furan-2-yloxy)oct-6-enamide (63 mg, 0.09 mmol) obtained in Example (3-1-3) was dissolved in methanol (1.5 ml), and trifluoroacetic acid (0.04 ml, 0.45 mmol) was slowly added thereto at room temperature. The resulting mixture was reacted for 8 hours to conduct a deprotection reaction of THP. After the completion of reaction, the reaction solution was concentrated under reduced pressure. The residue thus obtained was pu... The reactants are C1=CC(=CC(=C1)Cl)C(=O)OO (m-CPBA), CSC1=NC=CC(=N1)C1=NNC2=NC(=NC=C21)NCCO (2-[3-(2-methylsulfanyl-pyrimidin-4-yl)-1H-pyrazolo[3,4-d]pyrimidin-6-ylamino]-ethanol). Run in ClCCl (dichloromethane), CO (methanol). Run at time 30 minute. Yields the product CS(=O)C1=NC=CC(=N1)C1=NNC2=NC(=NC=C21)NCCO (2-[3-(2-methanesulfinyl-pyrimidin-4-yl)-1H-pyrazolo[3,4-d]pyrimidin-6-ylamino]-ethanol). Yield: 257.8%. Reaction SMILES: C1C=C(Cl)C=C(C(OO)=[O:9])C=1.[CH3:12][S:13][C:14]1[N:19]=[C:18]([C:20]2[C:28]3[C:23](=[N:24][C:25]([NH:29][CH2:30][CH2:31][OH:32])=[N:26][CH:27]=3)[NH:22][N:21]=2)[CH:17]=[CH:16][N:15]=1>ClCCl.CO>[CH3:12][S:13]([C:14]1[N:19]=[C:18]([C:20]2[C:28]3[C:23](=[N:24][C:25]([NH:29][CH2:30][CH2:31][OH:32])=[N:26][CH:27]=3)[NH:22][N:21]=2)[CH:17]=[CH:16][N:15]=1)=[O:9]. Procedure details: m-CPBA (797 mg, 4.62 mmol) was added slowly to a solution of 2-[3-(2-Methylsulfanyl-pyrimidin-4-yl)-1H-pyrazolo[3,4-d]pyrimidin-6-ylamino]-ethanol (from Example 20 supra) (0.7 g, crude) in a mixture of dichloromethane and methanol (40 mL, 1:1). The reaction mixture was stirred at room temperature for 30 minutes. The solvent was then removed under reduced pressure and the solid was purified by column chromatography (silica gel, 10 g, 200-300 mesh, eluting with dichloromethane:methanol, 5:1) to af... Procedure details: Potassium thiocyanate (2.70 g, 27.8 mmol) was dissolved in acetic acid (190 mL), tert-butyl{5-[(5-aminopyridin-2-yl)oxy]-4-chloro-2-fluorophenyl}carbamate (2.40 g, 6.78 mmol) was added, and the mixture was stirred at room temperature for 30 min. To the solution was added dropwise a solution (20 mL) of bromine (1.13 g, 7.07 mmol) in acetic acid, and the mixture was stirred at room temperature for 13 hr. The reaction mixture was filtered through celite, and the filtrate was concentrated under redu... Solvent: C(C)(=O)O (acetic acid), C(C)(=O)O (acetic acid). Yields the product C(C)(C)(C)OC(NC1=C(C=C(C(=C1)OC1=CC=C2C(=N1)SC(=N2)N)Cl)F)=O (tert-butyl{5-[(2-amino[1,3]thiazolo[5,4-b]pyridin-5-yl)oxy]-4-chloro-2-fluorophenyl}carbamate). Reaction SMILES: [S-:1][C:2]#[N:3].[K+].[C:5]([O:9][C:10](=[O:28])[NH:11][C:12]1[CH:17]=[C:16]([O:18][C:19]2[CH:24]=[CH:23][C:22]([NH2:25])=[CH:21][N:20]=2)[C:15]([Cl:26])=[CH:14][C:13]=1[F:27])([CH3:8])([CH3:7])[CH3:6].BrBr>C(O)(=O)C>[C:5]([O:9][C:10](=[O:28])[NH:11][C:12]1[CH:17]=[C:16]([O:18][C:19]2[N:20]=[C:21]3[S:1][C:2]([NH2:3])=[N:25][C:22]3=[CH:23][CH:24]=2)[C:15]([Cl:26])=[CH:14][C:13]=1[F:27])([CH3:8])([CH3:6])[CH3:7] |f:0.1|. Yield: 96.6%. Reactants: C(C)(C)(C)OC(NC1=C(C=C(C(=C1)OC1=NC=C(C=C1)N)Cl)F)=O (tert-butyl{5-[(5-aminopyridin-2-yl)oxy]-4-chloro-2-fluorophenyl}carbamate), [S-]C#N.[K+] (Potassium thiocyanate), BrBr (bromine). Conditions: time 30 minute.